This data is from the Open Reaction Database (ORD), a public repository of structured organic reaction records. The task is: describe an organic reaction: reactants, conditions, products, and yield Starting materials: CC(C)(C)O, CCOCC, Cc1cc2noc(-c3ccccc3)c2cc1Cl, F[B-](F)(F)F, [H+], C[N+](=O)[O-]. As a reaction SMILES: [C:18]([CH3:19])([CH3:20])([CH3:21])[OH:22].[CH3:33][CH2:34][O:35][CH2:36][CH3:37].[Cl:1][c:2]1[c:3]([CH3:17])[cH:4][c:5]2[c:6]([c:7](-[c:10]3[cH:11][cH:12][cH:13][cH:14][cH:15]3)[o:8][n:9]2)[cH:16]1.[F:28][B-:29]([F:30])([F:31])[F:32].[H+:27].[N+:23]([CH3:24])([O-:25])=[O:26]>>[Cl:1][c:2]1[c:3]([CH3:17])[cH:4][c:5]2[c:6]([c:7](-[c:10]3[cH:11][cH:12][cH:13][cH:14][cH:15]3)[o:8][n+:9]2[C:18]([CH3:19])([CH3:20])[CH3:21])[cH:16]1.[F:28][B-:29]([F:30])([F:31])[F:32]. Product: Cc1cc2c(cc1Cl)c(-c1ccccc1)o[n+]2C(C)(C)C, F[B-](F)(F)F. Starting materials: C(C)(C)Br (isopropyl bromide), aqueous solution, [OH-].[Na+] (sodium hydroxide), C(#N)C1N(C=CC2=CC=CC=C12)C(C1=CC=CC=C1)=O (1-cyano-2-benzoyl-1,2-dihydroisoquinoline). The reagents and catalysts are [Cl-].C(C1=CC=CC=C1)[N+](CC)(CC)CC (benzyl triethyl ammonium chloride). Run at time 30 minute. The product is C(#N)C1(N(C=CC2=CC=CC=C12)C(C1=CC=CC=C1)=O)C(C)C (1-cyano-1-isopropyl-2-benzoyl-1,2-dihydroisoquinoline). RXN SMILES: [C:1]([CH:3]1[C:12]2[C:7](=[CH:8][CH:9]=[CH:10][CH:11]=2)[CH:6]=[CH:5][N:4]1[C:13](=[O:20])[C:14]1[CH:19]=[CH:18][CH:17]=[CH:16][CH:15]=1)#[N:2].[OH-].[Na+].[CH:23](Br)([CH3:25])[CH3:24]>[Cl-].C([N+](CC)(CC)CC)C1C=CC=CC=1>[C:1]([C:3]1([CH:23]([CH3:25])[CH3:24])[C:12]2[C:7](=[CH:8][CH:9]=[CH:10][CH:11]=2)[CH:6]=[CH:5][N:4]1[C:13](=[O:20])[C:14]1[CH:19]=[CH:18][CH:17]=[CH:16][CH:15]=1)#[N:2] |f:1.2,4.5|. Procedure details: (a-1-1) A mixture of 26 g of 1-cyano-2-benzoyl-1,2-dihydroisoquinoline [Org. Synth. Coll. vol. 4, 641 (1963)] and 1 g of benzyl triethyl ammonium chloride was dissolved in 50 ml of isopropyl bromide. Then, 80 g of a 50% aqueous solution of sodium hydroxide was added, and the mixture was stirred at room temperature for 30 minutes. The product was extracted with benzene. The solvent was distilled off, and the residue was recrystallized from ethanol to afford 20 g of 1-cyano-1-isopropyl-2-benzoyl-1... The reactants are NC1=NC(=C(C(=N1)Cl)C#N)C1=CC=CC=C1 (2-amino-4-chloro-6-phenyl-pyrimidine-5-carbonitrile), ( 60 ), C1(CCCCC1)O (cyclohexanol), C1CCC2=NCCCN2CC1 (DBU). Run in COCCOC (DME). The product is NC1=NC(=C(C(=N1)OC1CCCCC1)C#N)C1=CC=CC=C1 (2-Amino-4-cyclohexyloxy-6-phenyl-pyrimidine-5-carbonitrile). RXN SMILES: [NH2:1][C:2]1[N:7]=[C:6](Cl)[C:5]([C:9]#[N:10])=[C:4]([C:11]2[CH:16]=[CH:15][CH:14]=[CH:13][CH:12]=2)[N:3]=1.[CH:17]1([OH:23])[CH2:22][CH2:21][CH2:20][CH2:19][CH2:18]1.C1CCN2C(=NCCC2)CC1>COCCOC>[NH2:1][C:2]1[N:7]=[C:6]([O:23][CH:17]2[CH2:22][CH2:21][CH2:20][CH2:19][CH2:18]2)[C:5]([C:9]#[N:10])=[C:4]([C:11]2[CH:16]=[CH:15][CH:14]=[CH:13][CH:12]=2)[N:3]=1. Procedure: From 2-amino-4-chloro-6-phenyl-pyrimidine-5-carbonitrile, cyclohexanol and DBU in DME. EI-MS m/e (%): 294 (M+, 12), 213 ([M—C6H9]+, 100), 212 ([M—C6H10]+, 48), 170 (60). The product is COCOCC=1C2C(C(CC1)C2)(C)C (rac-2-[(Methoxymethoxy)methyl]-6,6-dimethylbicyclo[3.1.1]hept-2-ene). Reactants: C(O)([O-])=O.[Na+] (sodium hydrogen carbonate), CC1(C2CC=C(C1C2)CO)C (rac-(6,6-Dimethylbicyclo[3.1.1]hept-2-en-2-yl)methanol), C(C)(C)N(CC)C(C)C (diisopropylethylamine), COCCl (chloromethyl methyl ether). The yield is 100.0%. RXN SMILES: [CH3:1][C:2]1([CH3:11])[CH:7]2[CH2:8][CH:3]1[CH2:4][CH:5]=[C:6]2[CH2:9][OH:10].C(N(C(C)C)CC)(C)C.[CH3:21][O:22][CH2:23]Cl.C(=O)([O-])O.[Na+]>ClCCl>[CH3:21][O:22][CH2:23][O:10][CH2:9][C:6]1[CH:7]2[CH2:8][CH:3]([CH2:4][CH:5]=1)[C:2]2([CH3:11])[CH3:1] |f:3.4|. Procedure: rac-(6,6-Dimethylbicyclo[3.1.1]hept-2-en-2-yl)methanol (10.0 g, 65.7 mmol), diisopropylethylamine (17.0 mL, 97.6 mmol) and chloromethyl methyl ether (6.5 mL, 85.6 mmol) were stirred in dichloromethane (100 mL) at room temperature for 1 day. After completion of the reaction, the reaction solution was mixed with saturated sodium hydrogen carbonate and extracted with chloroform. The organic layer was dried over anhydrous sodium sulfate and evaporated under reduced pressure. The resulting residue wa... The solvent is ClCCl (dichloromethane). Reactants: CO, [Ca+2], ClCCl, CSCCC(O)C(=O)[O-], CSCCC(O)C(=O)[O-], O=S(=O)(O)O. Yields the product COC(=O)C(O)CCSC. RXN SMILES: [CH3:20][OH:21].[Ca+2:10].[Cl:27][CH2:28][Cl:29].[OH:11][CH:12]([CH2:13][CH2:14][S:15][CH3:16])[C:17]([O-:18])=[O:19].[OH:1][CH:2]([C:3](=[O:4])[O-:5])[CH2:6][CH2:7][S:8][CH3:9].[S:22](=[O:23])(=[O:24])([OH:25])[OH:26]>>[OH:1][CH:2]([C:3](=[O:4])[O:5][CH3:12])[CH2:6][CH2:7][S:8][CH3:9]. The reactants are FC1(CCC(CC1)C1=C(C(=NC=2CC(C[C@@H](C12)OCC1=CC=C(C=C1)OC)(C)C)C1CCN(CC1)C1=NC=C(C=N1)OCC1(COC(OC1)(C)C)C)[C@H](C1=CC=C(C=C1)C(F)(F)F)F)F ((5S)-4-(4,4-Difluorocyclohexyl)-3-{(S)-fluoro[4-(trifluoromethyl)phenyl]methyl}-5-[(4-methoxybenzyl)oxy]-7,7-dimethyl-2-(1-{5-[(2,2,5-trimethyl-1,3-dioxan-5-yl)methoxy]pyrimidin-2-yl}piperidin-4-yl)-5,6,7,8-tetrahydroquinoline), Cl (hydrochloric acid), C(O)([O-])=O.[Na+] (sodium hydrogencarbonate). The solvent is O1CCOCC1 (1,4-dioxane). Reaction conditions: temperature 80 celsius, time 3 hour. Product: FC1(CCC(CC1)C1=C(C(=NC=2CC(C[C@@H](C12)O)(C)C)C1CCN(CC1)C1=NC=C(C=N1)OCC(CO)(C)CO)[C@H](C1=CC=C(C=C1)C(F)(F)F)F)F ((5S)-4-(4,4-Difluorocyclohexyl)-3-{(S)-fluoro[4-(trifluoromethyl)phenyl]methyl}-2-(1-{5-[3-hydroxy-2-(hydroxymethyl)-2-methylpropoxy]pyrimidin-2-yl}piperidin-4-yl)-7,7-dimethyl-5,6,7,8-tetrahydroquinolin-5-ol). Yield: 71.6%. Reaction SMILES: [F:1][C:2]1([F:65])[CH2:7][CH2:6][CH:5]([C:8]2[C:17]3[C@@H:16]([O:18]CC4C=CC(OC)=CC=4)[CH2:15][C:14]([CH3:29])([CH3:28])[CH2:13][C:12]=3[N:11]=[C:10]([CH:30]3[CH2:35][CH2:34][N:33]([C:36]4[N:41]=[CH:40][C:39]([O:42][CH2:43][C:44]5([CH3:52])[CH2:49][O:48]C(C)(C)[O:46][CH2:45]5)=[CH:38][N:37]=4)[CH2:32][CH2:31]3)[C:9]=2[C@@H:53]([F:64])[C:54]2[CH:59]=[CH:58][C:57]([C:60]([F:63])([F:62])[F:61])=[CH:56][CH:55]=2)[CH2:4][CH2:3]1.Cl.C(=O)([O-])O.[Na+]>O1CCOCC1>[F:65][C:2]1([F:1])[CH2:3][CH2:4][CH:5]([C:8]2[C:17]3[C@@H:16]([OH:18])[CH2:15][C:14]([CH3:28])([CH3:29])[CH2:13][C:12]=3[N:11]=[C:10]([CH:30]3[CH2:35][CH2:34][N:33]([C:36]4[N:41]=[CH:40][C:39]([O:42][CH2:43][C:44]([CH2:49][OH:48])([CH3:52])[CH2:45][OH:46])=[CH:38][N:37]=4)[CH2:32][CH2:31]3)[C:9]=2[C@@H:53]([F:64])[C:54]2[CH:59]=[CH:58][C:57]([C:60]([F:61])([F:63])[F:62])=[CH:56][CH:55]=2)[CH2:6][CH2:7]1 |f:2.3|. Procedure: To a solution of 375 mg (0.411 mmol) of (5S)-4-(4,4-Difluorocyclohexyl)-3-{(S)-fluoro[4-(trifluoromethyl)phenyl]methyl}-5-[(4-methoxybenzyl)oxy]-7,7-dimethyl-2-(1-{5-[(2,2,5-trimethyl-1,3-dioxan-5-yl)methoxy]pyrimidin-2-yl}piperidin-4-yl)-5,6,7,8-tetrahydroquinoline, which was prepared by a method similar to that of Reference Example 18, in 5 ml of 1,4-dioxane, 1 ml of 6 N hydrochloric acid was added, and the reaction mixture was stirred at 80° C. for 3 hours. After completion of the reaction, t... Starting materials: O1C(=CC=C1)C1=CC(=NN1C=1C=C(SC1)C#N)C(F)(F)F (4-(5-(furan-2-yl)-3-(trifluoromethyl)-1H-pyrazol-1-yl)thiophene-2-carbonitrile), [Cl-].C(#N)C1=CC=C(S1)[NH2+]N (1-(5-cyanothiophen-2-yl)hydrazinium chloride). Yields the product O1C(=CC=C1)C1=CC(=NN1C1=CC=C(S1)C#N)C(F)(F)F (5-(5-(furan-2-yl)-3-(trifluoromethyl)-1H-pyrazol-1-yl)thiophene-2-carbonitrile). Isolated yield 37.0%. As a reaction SMILES: [O:1]1[CH:5]=[CH:4][CH:3]=[C:2]1[C:6]1N(C2C=C(C#N)SC=2)N=[C:8]([C:18]([F:21])([F:20])[F:19])[CH:7]=1.[Cl-].[C:23]([C:25]1[S:29][C:28]([NH2+:30][NH2:31])=[CH:27][CH:26]=1)#[N:24]>>[O:1]1[CH:5]=[CH:4][CH:3]=[C:2]1[C:6]1[N:30]([C:28]2[S:29][C:25]([C:23]#[N:24])=[CH:26][CH:27]=2)[N:31]=[C:8]([C:18]([F:19])([F:20])[F:21])[CH:7]=1 |f:1.2|. Reported procedure: Following the same procedure as described for compound 14 (step 4, scheme 2, example 1c) except using 21 (278 mg, 1.58 mmol) instead of 13 to afford 22 (182 mg, 37%) as a beige solid. LRMS (ESI): calc. 309.1; found 310.1 (MH)+. Reactants: CC(=O)CC(C)=O, Cl, Nc1cccc(C(F)(F)F)c1, O=N[O-], [Na+], [Na+], [OH-], O. Product: CC(=O)C(=NNc1cccc(C(F)(F)F)c1)C(C)=O. RXN SMILES: [CH3:17][C:18]([CH2:19][C:20]([CH3:21])=[O:22])=[O:23].[ClH:1].[F:2][C:3]([c:4]1[cH:5][c:6]([NH2:7])[cH:8][cH:9][cH:10]1)([F:11])[F:12].[N:13]([O-:14])=[O:15].[Na+:16].[Na+:25].[OH-:24].[OH2:26]>>[F:2][C:3]([c:4]1[cH:5][c:6]([NH:7][N:13]=[C:19]([C:18]([CH3:17])=[O:23])[C:20]([CH3:21])=[O:22])[cH:8][cH:9][cH:10]1)([F:11])[F:12]. Starting materials: C(=O)(OC(C)(C)C)NC(C(=O)O)(C)C (2-(N-Boc-amino)isobutyric acid), C([O-])([O-])=O.[K+].[K+] (potassium carbonate), BrCC=1OC(OC1CBr)=O (4,5-Dibromomethyl-2-oxo-1,3-dioxolene). The solvent is C(C)#N (acetonitrile). Reaction conditions: temperature 25 celsius, time 18 hour. The product is BrCC=1OC(OC1COC(C(C)(C)NC(=O)OC(C)(C)C)=O)=O (4-Bromomethyl-5-(N-Boc-aminoisobutyryloxy)methyl-2-oxo-1,3-dioxolene). Yield: 18.0%. RXN SMILES: Br[CH2:2][C:3]1[O:4][C:5](=[O:10])[O:6][C:7]=1[CH2:8][Br:9].[C:11]([NH:18][C:19]([CH3:24])([CH3:23])[C:20]([OH:22])=[O:21])([O:13][C:14]([CH3:17])([CH3:16])[CH3:15])=[O:12].C(=O)([O-])[O-].[K+].[K+]>C(#N)C>[Br:9][CH2:8][C:7]1[O:6][C:5](=[O:10])[O:4][C:3]=1[CH2:2][O:22][C:20](=[O:21])[C:19]([NH:18][C:11]([O:13][C:14]([CH3:17])([CH3:16])[CH3:15])=[O:12])([CH3:24])[CH3:23] |f:2.3.4|. Reported procedure: 4,5-Dibromomethyl-2-oxo-1,3-dioxolene (188 mg, 0.69 mmol) was dissolved in acetonitrile (5.0 mL). Thereto were added 2-(N-Boc-amino)isobutyric acid (70 mg, 0.35 mmol) and potassium carbonate (48 mg, 0.35 mmol). This mixture was stirred at 25° C. for 18 hours. After the ordinary post-treatment, the reaction product was purified by thin-layer chromatography (developed with chloroform) to obtain Compound S-33 (50 mg, yield 18%).